describe an organic reaction: reactants, conditions, products, and yield From a dataset of the Open Reaction Database (ORD), a public repository of structured organic reaction records. The reactants are Cc1ccccc1, OCCN1CCCCC1, [Na+], [OH-], COC(=O)c1cccc2cc(-c3ccccc3)oc12, Cc1ccccc1C. Product: O=C(OCCN1CCCCC1)c1cccc2cc(-c3ccccc3)oc12. As a reaction SMILES: [CH3:39][c:40]1[cH:41][cH:42][cH:43][cH:44][cH:45]1.[N:20]1([CH2:26][CH2:27][OH:28])[CH2:21][CH2:22][CH2:23][CH2:24][CH2:25]1.[Na+:38].[OH-:37].[c:1]1(-[c:7]2[o:8][c:9]3[c:10]([cH:11]2)[cH:12][cH:13][cH:14][c:15]3[C:16](=[O:17])[O:18][CH3:19])[cH:2][cH:3][cH:4][cH:5][cH:6]1.[c:29]1([CH3:30])[c:31]([CH3:32])[cH:33][cH:34][cH:35][cH:36]1>>[c:1]1(-[c:7]2[o:8][c:9]3[c:10]([cH:11]2)[cH:12][cH:13][cH:14][c:15]3[C:16](=[O:17])[O:18][CH2:19][CH2:26][N:20]2[CH2:21][CH2:22][CH2:23][CH2:24][CH2:25]2)[cH:2][cH:3][cH:4][cH:5][cH:6]1.